Dataset: the Open Reaction Database (ORD), a public repository of structured organic reaction records. Task: describe an organic reaction: reactants, conditions, products, and yield Reactants: C1OC=2C=C(C=CC2O1)[N+](=O)[O-] (3,4-methylenedioxynitrobenzene), N (ammonia), COCCOCCOC (diethylene glycol dimethyl ether). Solvent: O (water). Conditions: temperature 100 celsius, time 30 minute. Product: NC1=C(C=C(C=C1)[N+](=O)[O-])O (2-amino-5-nitrophenol), acetyl. Reaction SMILES: C1O[C:8]2[CH:7]=[CH:6][C:5]([N+:10]([O-:12])=[O:11])=[CH:4][C:3]=2[O:2]1.[NH3:13].COCCOCCOC>O>[NH2:13][C:8]1[CH:7]=[CH:6][C:5]([N+:10]([O-:12])=[O:11])=[CH:4][C:3]=1[OH:2]. Procedure details: A solution of 0.18 mol (30 g) of 3,4-methylenedioxynitrobenzene in a mixture of 240 ml of 28% strength ammonia solution and 240 ml of diethylene glycol dimethyl ether is heated at 100° C. for 28 hours in an autoclave. After cooling, 480 ml of water are added. The unreacted initial product precipitates. It is recovered by filtration and the filtrate is then neutralised with hydrochloric acid. After filtration, the filtrate is extracted with ethyl acetate. The ethyl acetate is driven off in vacuo.... Starting materials: CCn1c2ccccc2c2cc(NC(=O)CNC(=O)OC(C)(C)C)ccc21, CCO, Cl. Yields the product CCn1c2ccccc2c2cc(NC(=O)CN)ccc21. As a reaction SMILES: [C:1]([O:2][C:3](=[O:4])[NH:7][CH2:8][C:9]([NH:10][c:11]1[cH:12][cH:13][c:14]2[n:15]([CH2:24][CH3:25])[c:16]3[cH:17][cH:18][cH:19][cH:20][c:21]3[c:22]2[cH:23]1)=[O:26])([CH3:5])([CH3:6])[CH3:27].[CH3:29][CH2:30][OH:31].[ClH:28]>>[NH2:7][CH2:8][C:9]([NH:10][c:11]1[cH:12][cH:13][c:14]2[n:15]([CH2:24][CH3:25])[c:16]3[cH:17][cH:18][cH:19][cH:20][c:21]3[c:22]2[cH:23]1)=[O:26]. Starting materials: C1(=CC=CC=C1)NC([C@@H](NC(=O)OCC1=CC=CC=C1)CC1=CC=CC=C1)=O (Nα -Benzyloxycarbonyl-L-phenylalanine-N-phenylamide), C1=CCCCC1 (cyclohexene). Reagents/catalysts: [Pd] (palladium on charcoal). Run in C(C)O (ethanol). Yields the product C1(=CC=CC=C1)NC([C@@H](N)CC1=CC=CC=C1)=O (L-Phenylalanine-N-phenylamide). RXN SMILES: [C:1]1([NH:7][C:8](=[O:28])[C@H:9]([CH2:21][C:22]2[CH:27]=[CH:26][CH:25]=[CH:24][CH:23]=2)[NH:10]C(OCC2C=CC=CC=2)=O)[CH:6]=[CH:5][CH:4]=[CH:3][CH:2]=1.C1CCCCC=1>C(O)C.[Pd]>[C:1]1([NH:7][C:8](=[O:28])[C@H:9]([CH2:21][C:22]2[CH:27]=[CH:26][CH:25]=[CH:24][CH:23]=2)[NH2:10])[CH:2]=[CH:3][CH:4]=[CH:5][CH:6]=1. Procedure: Nα -Benzyloxycarbonyl-L-phenylalanine-N-phenylamide (2.50 g, 6.68 mmol) was dissolved in ethanol (20 ml) and cyclohexene (5 ml) and 10% palladium on charcoal (250 mg) was added. The mixture was heated at reflux for 1 hour after which time no starting material was detectable (as indicated by TLC analysis). The catalyst was removed by filtration and the solvent evaporated to leave the title compound contaminated with residual ethanol (1.74 g). 1H-NMR; d (CD3OD), 7.45 (2H, m), 7.18 (7H, m), 7.04 (1... Starting materials: C(C)OC(C(OCC)C=1C(=C2C(=NC1C)SC1=C2CCCC1)C1=C(C=C(C=C1)C)OCC=C)=O ([4-(2-Allyloxy-4-methyl-phenyl)-2-methyl-5,6,7,8-tetrahydro-benzo[4,5]thieno[2,3-b]pyridin-3-yl]-ethoxy-acetic acid ethyl ester), CN1C(=O)N(C(=O)CC1=O)C (1,3-dimethylbarbituric acid). Run in ClCCl (dichloromethane). Yields the product C(C)OC(C(C=1C(=C2C(=NC1C)SC1=C2CCCC1)C1=C(C=C(C=C1)C)O)OCC)=O (ethoxy-[4-(2-hydroxy-4-methyl-phenyl)-2-methyl-5,6,7,8-tetrahydro-benzo[4,5]thieno[2,3-b]pyridin-3-yl]-acetic acid ethyl ester). Yield: 95.0%. As a reaction SMILES: [CH2:1]([O:3][C:4](=[O:34])[CH:5]([C:9]1[C:10]([C:23]2[CH:28]=[CH:27][C:26]([CH3:29])=[CH:25][C:24]=2[O:30]CC=C)=[C:11]2[C:18]3[CH2:19][CH2:20][CH2:21][CH2:22][C:17]=3[S:16][C:12]2=[N:13][C:14]=1[CH3:15])[O:6][CH2:7][CH3:8])[CH3:2].CN1C(=O)CC(=O)N(C)C1=O>ClCCl>[CH2:1]([O:3][C:4](=[O:34])[CH:5]([O:6][CH2:7][CH3:8])[C:9]1[C:10]([C:23]2[CH:28]=[CH:27][C:26]([CH3:29])=[CH:25][C:24]=2[OH:30])=[C:11]2[C:18]3[CH2:19][CH2:20][CH2:21][CH2:22][C:17]=3[S:16][C:12]2=[N:13][C:14]=1[CH3:15])[CH3:2]. Procedure details: To a stirred solution of [4-(2-Allyloxy-4-methyl-phenyl)-2-methyl-5,6,7,8-tetrahydro-benzo[4,5]thieno[2,3-b]pyridin-3-yl]-ethoxy-acetic acid ethyl ester (22 mg, 46 μmols) in dichloromethane (3 mL) was added 1,3-dimethylbarbituric acid (38 mg, 240 μmols, 5 eq), and the reaction was evacuated and filled with nitrogen. Palladium tetrakis(triphenylphosphine) (1.2 mg, 2 mol %) was added and the reaction was heated to reflux for 16 hours. The reaction was concentrated in vacuo. The residue was purifie...